Dataset: the Open Reaction Database (ORD), a public repository of structured organic reaction records. Task: describe an organic reaction: reactants, conditions, products, and yield The reactants are C(C)(=O)SCC(C(=O)O)C(C)C1=CC=CC=C1 (2-acetylthiomethyl-3-phenylbutanoic acid), C(C1=CC=CC=C1)OC([C@@H](N)C)=O (alanine benzyl ester). Product: C(C1=CC=CC=C1)OC([C@@H](NC(C(C(C)C1=CC=CC=C1)CSC(C)=O)=O)C)=O (N-(2-acetylthiomethyl-1-oxo-3-phenylbutyl)alanine benzyl ester). Yield: 68.0%. As a reaction SMILES: [C:1]([S:4][CH2:5][CH:6]([CH:10]([C:12]1[CH:17]=[CH:16][CH:15]=[CH:14][CH:13]=1)[CH3:11])[C:7]([OH:9])=O)(=[O:3])[CH3:2].[CH2:18]([O:25][C:26](=[O:30])[C@H:27]([CH3:29])[NH2:28])[C:19]1[CH:24]=[CH:23][CH:22]=[CH:21][CH:20]=1>>[CH2:18]([O:25][C:26](=[O:30])[C@H:27]([CH3:29])[NH:28][C:7](=[O:9])[CH:6]([CH2:5][S:4][C:1](=[O:3])[CH3:2])[CH:10]([C:12]1[CH:17]=[CH:16][CH:15]=[CH:14][CH:13]=1)[CH3:11])[C:19]1[CH:24]=[CH:23][CH:22]=[CH:21][CH:20]=1. Procedure: Using the procedure described in Example 60, starting with 2-acetylthiomethyl-3-phenylbutanoic acid and alanine benzyl ester, and after purification by chromatography, eluting with a cyclohexane/ethyl acetate (75:25 by volume) mixture, N-(2-acetylthiomethyl-1-oxo-3-phenylbutyl)alanine benzyl ester is obtained in a 68% yield, the characteristics of which are as follows: Rf =0.31 [hexane/ethyl acetate (75:25 by volume)]. Starting materials: C(C)(C)(C)OC(=O)NC1=CC(=CC=C1)O (t-Butyloxycarbonylamino-3-hydroxybenzene), C1(=CC=CC=C1)P(C1=CC=CC=C1)C1=CC=CC=C1 (triphenylphosphine), C(#N)C1=CC=C(C=C1)CCO (2-(4-cyanophenyl)ethanol), CCOC(=O)/N=N/C(=O)OCC (diethylazodicarboxylate). Solvent: C1CCOC1 (THF). Yields the product C(C)(C)(C)OC(=O)NC1=CC(=CC=C1)OCCC1=CC=C(C=C1)C#N (t-Butyloxycarbonylamino-3-[2-(4-cyanophenyl)ethoxy]benzene). Isolated yield 44.3%. RXN SMILES: [C:1]([O:5][C:6]([NH:8][C:9]1[CH:14]=[CH:13][CH:12]=[C:11]([OH:15])[CH:10]=1)=[O:7])([CH3:4])([CH3:3])[CH3:2].C1(P(C2C=CC=CC=2)C2C=CC=CC=2)C=CC=CC=1.[C:35]([C:37]1[CH:42]=[CH:41][C:40]([CH2:43][CH2:44]O)=[CH:39][CH:38]=1)#[N:36].CCOC(/N=N/C(OCC)=O)=O>C1COCC1>[C:1]([O:5][C:6]([NH:8][C:9]1[CH:14]=[CH:13][CH:12]=[C:11]([O:15][CH2:44][CH2:43][C:40]2[CH:41]=[CH:42][C:37]([C:35]#[N:36])=[CH:38][CH:39]=2)[CH:10]=1)=[O:7])([CH3:4])([CH3:2])[CH3:3]. Procedure: To a solution of t-butyloxycarbonylamino-3-hydroxybenzene (418.5 mg; 2 mmol; from step (i) above), triphenylphosphine (629.5 mg; 2.4 mmol) and 2-(4-cyanophenyl)ethanol (353.2 mg; 2.4 mmol) in THF (50 mL), under an atmosphere of nitrogen, was added diethylazodicarboxylate (518 mg; 3 mmol) and the mixture was stirred for one week. Ice cold water was added and the THF was removed by evaporation. The remaining water phase was extracted three times with EtOAc. The combined organic phase was washed tw...